This data is from the Open Reaction Database (ORD), a public repository of structured organic reaction records. The task is: describe an organic reaction: reactants, conditions, products, and yield RXN SMILES: [CH2:2]([CH3:3])[O:4][C:5](=[O:6])[c:7]1[c:8]2[c:9]([c:10]([Cl:13])[n:11][cH:12]1)[c:14]([CH2:17][O:18][c:19]1[c:20]([CH3:38])[cH:21][cH:22][c:23](-[c:25]3[o:26][c:27]([CH2:30][c:31]4[cH:32][cH:33][c:34]([Cl:37])[cH:35][cH:36]4)[n:28][n:29]3)[cH:24]1)[cH:15][s:16]2.[CH3:39][CH:40]([OH:41])[CH3:42].[NH3:1]>>[NH2:1][c:10]1[c:9]2[c:8]([c:7]([C:5]([O:4][CH2:2][CH3:3])=[O:6])[cH:12][n:11]1)[s:16][cH:15][c:14]2[CH2:17][O:18][c:19]1[c:20]([CH3:38])[cH:21][cH:22][c:23](-[c:25]2[o:26][c:27]([CH2:30][c:31]3[cH:32][cH:33][c:34]([Cl:37])[cH:35][cH:36]3)[n:28][n:29]2)[cH:24]1. Reactants: CCOC(=O)c1cnc(Cl)c2c(COc3cc(-c4nnc(Cc5ccc(Cl)cc5)o4)ccc3C)csc12, CC(C)O, N. The product is CCOC(=O)c1cnc(N)c2c(COc3cc(-c4nnc(Cc5ccc(Cl)cc5)o4)ccc3C)csc12.